Dataset: the Open Reaction Database (ORD), a public repository of structured organic reaction records. Task: describe an organic reaction: reactants, conditions, products, and yield Starting materials: [H-].[Al+3].[Li+].[H-].[H-].[H-] (lithium aluminium hydride), C(C)(C)(C)C1C(CCC(C1)C(C)(C)C)=O (2,4-di-tert-butylcyclohexanone), Cl (hydrochloric acid). Run in CCOCC (ether), CCOCC (ether). Run at temperature 23 celsius, time 1 hour. The product is C(C)(C)(C)C1C(CCC(C1)C(C)(C)C)O (2,4-di-tert-butylcyclohexanol). The yield is 88.1%. Reaction SMILES: [C:1]([CH:5]1[CH2:10][CH:9]([C:11]([CH3:14])([CH3:13])[CH3:12])[CH2:8][CH2:7][C:6]1=[O:15])([CH3:4])([CH3:3])[CH3:2].[H-].[Al+3].[Li+].[H-].[H-].[H-].Cl>CCOCC>[C:1]([CH:5]1[CH2:10][CH:9]([C:11]([CH3:14])([CH3:13])[CH3:12])[CH2:8][CH2:7][CH:6]1[OH:15])([CH3:4])([CH3:3])[CH3:2] |f:1.2.3.4.5.6|. Procedure details: 380 g of 2,4-di-tert-butylcyclohexanone (mixed isomers) in 200 ml of ether are added dropwise with vigorous stirring to a suspension of 34.3 g (903 mmol) of lithium aluminium hydride in 1800 ml of ether over 4 hours, and the batch is subsequently stirred at 23° C. for 1 hour and admixed with 500 ml of 5% hydrochloric acid by vigorous stirring. The organic phase is separated off and washed twice with 250 ml of water each time. The organic phase is dried over MgSO4, evaporated and dried under redu... Reactants: CC(=O)O, CC(=O)O, C1CCOC1, CSCc1cnc(Cl)c(F)c1, Ic1ccccc1, N#CN. Product: CS(Cc1cnc(Cl)c(F)c1)=NC#N. RXN SMILES: [C:15]([OH:16])(=[O:17])[CH3:18].[C:19]([OH:20])(=[O:21])[CH3:22].[CH2:30]1[O:31][CH2:32][CH2:33][CH2:34]1.[Cl:1][c:2]1[n:3][cH:4][c:5]([CH2:9][S:10][CH3:11])[cH:6][c:7]1[F:8].[I:23][c:24]1[cH:25][cH:26][cH:27][cH:28][cH:29]1.[NH2:12][C:13]#[N:14]>>[Cl:1][c:2]1[n:3][cH:4][c:5]([CH2:9][S:10]([CH3:11])=[N:14][C:13]#[N:12])[cH:6][c:7]1[F:8]. Starting materials: ClC=1C=CC(=C(/C=C/C(=O)OC)C1)NS(=O)(=O)C1=CC=CC=C1 (methyl trans-5-chloro-2-(penylsulfonylamino)cinnamate), BrCC(=O)C1=NC=CC(=C1)C(C)C (2-Bromoacetyl-4-isopropylpyridine). Yields the product COC(CC1=C(NC2=CC=C(C=C12)Cl)C(=O)C1=NC=CC(=C1)C(C)C)=O (Methyl[5-chloro-2-(4-isopropylpyridine-2-carbonyl)-1H-indol-3-yl]acetate). As a reaction SMILES: [Cl:1][C:2]1[CH:3]=[CH:4][C:5]([NH:14]S(C2C=CC=CC=2)(=O)=O)=[C:6]([CH:13]=1)/[CH:7]=[CH:8]/[C:9]([O:11][CH3:12])=[O:10].Br[CH2:25][C:26]([C:28]1[CH:33]=[C:32]([CH:34]([CH3:36])[CH3:35])[CH:31]=[CH:30][N:29]=1)=[O:27]>>[CH3:12][O:11][C:9](=[O:10])[CH2:8][C:7]1[C:6]2[C:5](=[CH:4][CH:3]=[C:2]([Cl:1])[CH:13]=2)[NH:14][C:25]=1[C:26]([C:28]1[CH:33]=[C:32]([CH:34]([CH3:36])[CH3:35])[CH:31]=[CH:30][N:29]=1)=[O:27]. Procedure: The title compound was prepared according to the procedure described in Example 57 from methyl trans-5-chloro-2-(penylsulfonylamino)cinnamate (Example 36, step 3) and 2-bromoacetyl-4-isopropylpyridine (Preparation is described in Example 61). Starting materials: BrC=1C=CC2=C(C=C(CCC2)C(=O)OC)C1 (methyl 2-bromo-6,7-dihydro-5H-benzo[7]annulene-8-carboxylate), DIBAL-H hexanes, CC(C)C[AlH]CC(C)C (DIBAL-H). The solvent is C(C)OCC (diethyl ether), C1CCOC1 (THF), C(C)OCC (diethyl ether). Run at time 16 hour. Product: BrC=1C=CC2=C(C=C(CCC2)CO)C1 ((2-bromo-6,7-dihydro-5H-benzo[7]annulen-8-yl)methanol). Yield: 98.0%. RXN SMILES: [Br:1][C:2]1[CH:3]=[CH:4][C:5]2[CH2:11][CH2:10][CH2:9][C:8]([C:12](OC)=[O:13])=[CH:7][C:6]=2[CH:16]=1.CC(C[AlH]CC(C)C)C>C(OCC)C.C1COCC1>[Br:1][C:2]1[CH:3]=[CH:4][C:5]2[CH2:11][CH2:10][CH2:9][C:8]([CH2:12][OH:13])=[CH:7][C:6]=2[CH:16]=1. Reported procedure: To a solution of methyl 2-bromo-6,7-dihydro-5H-benzo[7]annulene-8-carboxylate from step A4 (170 mg, 0.605 mmol) in diethyl ether (2 mL) and THF (1 mL) was added 1.0 M DIBAL-H/hexanes (0.726 mL, 0.726 mmol) at −78° C. The mixture was stirred at rt for 16 h. Another 0.726 mL portion of DIBAL-H was added at 0° C., and the mixture was stirred at rt for an additional 2 h. The reaction mixture was diluted with 50 mL of diethyl ether, quenched with water, and extracted with EtOAc (100 mL). The organic ... Starting materials: C(C1=CC=CO1)=O (furfural), CC([O-])C.[Al+3].CC([O-])C.CC([O-])C (aluminum isopropoxide), C(=O)OC\C=C(/C)\CCC=C(C)C (geranyl formate). Product: CC(C)=CCCC(C)=CC=O (citral). The yield is 86.0%. As a reaction SMILES: C(=O)C1OC=CC=1.CC(C)[O-].[Al+3].CC(C)[O-].CC(C)[O-].C([O:23][CH2:24]/[CH:25]=[C:26](/[CH2:28][CH2:29][CH:30]=[C:31]([CH3:33])[CH3:32])\[CH3:27])=O>>[CH3:33][C:31](=[CH:30][CH2:29][CH2:28][C:26](=[CH:25][CH:24]=[O:23])[CH3:27])[CH3:32] |f:1.2.3.4|. Reported procedure: According to the same procedure of Example 1, using 19.5 g (200 mmol) of furfural, and 642 mg (3 mmol) of aluminum isopropoxide, 18.2 g (100 mmol) of geranyl formate was oxidized to obtain citral at a yield of 86%. Reactants: NC=1C=C2C(C(NC2=CC1)=O)=CC1=CC=NC2=CC=CC=C12 (5-amino-3-(quinol-4-ylmethylene)-2-oxindole), S(=O)(=O)(C)Cl (mesylchloride), ice water. The solvent is N1=CC=CC=C1 (pyridine). Run at time 5 hour. The product is S(=O)(=O)(C)NC=1C=C2C(C(NC2=CC1)=O)=CC1=CC=NC2=CC=CC=C12 (5-mesylamino-3-(quinol-4-ylmethylene)-2-oxindole). Yield: 70.0%. RXN SMILES: [NH2:1][C:2]1[CH:3]=[C:4]2[C:8](=[CH:9][CH:10]=1)[NH:7][C:6](=[O:11])[C:5]2=[CH:12][C:13]1[C:22]2[C:17](=[CH:18][CH:19]=[CH:20][CH:21]=2)[N:16]=[CH:15][CH:14]=1.[S:23](Cl)([CH3:26])(=[O:25])=[O:24]>N1C=CC=CC=1>[S:23]([NH:1][C:2]1[CH:3]=[C:4]2[C:8](=[CH:9][CH:10]=1)[NH:7][C:6](=[O:11])[C:5]2=[CH:12][C:13]1[C:22]2[C:17](=[CH:18][CH:19]=[CH:20][CH:21]=2)[N:16]=[CH:15][CH:14]=1)([CH3:26])(=[O:25])=[O:24]. Procedure: To a stirred solution of 5-amino-3-(quinol-4-ylmethylene)-2-oxindole (2.873 g, 10 mmol) in pyridine (10 ml) was added gradually mesylchloride (1.146 g, 10 mmol) at 0°-5° C. under cooling. The reaction mixture was stirred for about 5 h at 0°-5° C. and then for 15 hours at room temperature. The mixture was poured onto an ice-water mixture, the precipitate filtered off, the residue washed thoroughly with water and then chromatographed on silica gel using CHCl3 --MeOH mixtures as eluant. Thus pure t...